Dataset: the Open Reaction Database (ORD), a public repository of structured organic reaction records. Task: describe an organic reaction: reactants, conditions, products, and yield The reactants are C(C)(=O)C=1C=C(C#N)C=CC1 (3-acetylbenzonitrile), Cl (hydrochloric acid), CCOCC (ether). Run in C(C)O (ethanol). Reaction conditions: time 2 day. The product is Cl.C(C)OC(C1=CC(=CC=C1)C(C)=O)=N (Ethyl-3-acetylbenzimidate hydrochloride). RXN SMILES: [C:1]([C:4]1[CH:5]=[C:6]([CH:9]=[CH:10][CH:11]=1)[C:7]#[N:8])(=[O:3])[CH3:2].[ClH:12].[CH3:13][CH2:14][O:15]CC>C(O)C>[ClH:12].[CH2:14]([O:15][C:7](=[NH:8])[C:6]1[CH:9]=[CH:10][CH:11]=[C:4]([C:1](=[O:3])[CH3:2])[CH:5]=1)[CH3:13] |f:4.5|. Reported procedure: A solution of 7.25 g (0.05 mol) of 3-acetylbenzonitrile in 150 ml of ether and 4.5 ml of ethanol is saturated at 0° with dry hydrochloric acid gas and then left to stand at 0° for 2 days. The product which crystallises out is filtered off and recrystallised from ethanol/ether; m.p. 110° (with decomposition). The reactants are Fc1cc(F)cc(Br)c1, CC(C)(C)OC(=O)N1CCC(=O)C1, [Cl-], [Mg], [NH4+], C1CCOC1. Yields the product CC(C)(C)OC(=O)N1CCC(O)(c2cc(F)cc(F)c2)C1. Reaction SMILES: [Br:1][c:2]1[cH:3][c:4]([F:9])[cH:5][c:6]([F:8])[cH:7]1.[C:11](=[O:12])([O:13][C:14]([CH3:15])([CH3:16])[CH3:17])[N:18]1[CH2:19][C:20](=[O:23])[CH2:21][CH2:22]1.[Cl-:24].[Mg:10].[NH4+:25].[O:26]1[CH2:27][CH2:28][CH2:29][CH2:30]1>>[c:2]1([C:20]2([OH:23])[CH2:19][N:18]([C:11](=[O:12])[O:13][C:14]([CH3:15])([CH3:16])[CH3:17])[CH2:22][CH2:21]2)[cH:3][c:4]([F:9])[cH:5][c:6]([F:8])[cH:7]1.